describe an organic reaction: reactants, conditions, products, and yield From a dataset of the Open Reaction Database (ORD), a public repository of structured organic reaction records. Starting materials: C([O-])(O)=O.[Na+] (sodium bicarbonate), S(=S)(=O)([O-])[O-].[Na+].[Na+] (sodium thiosulfate), ClC=1C=C(C(=O)OO)C=CC1 (3-chloroperoxybenzoic acid), C(C)SC=1C(=CSC1)C1=NC=2C(=NC=C(C2)C(F)(F)F)N1C (2-(4-ethylthiothiophen-3-yl)-3-methyl-6-trifluoromethyl-3H-imidazo[4,5-b]pyridine). Solvent: C(Cl)(Cl)Cl (chloroform). Conditions: time 3 hour. The product is C(C)S(=O)C=1C(=CSC1)C1=NC=2C(=NC=C(C2)C(F)(F)F)N1C (2-(4-ethylsulfinylthiophen-3-yl)-3-methyl-6-trifluoromethyl-3H-imidazo[4,5-b]pyridine), C(C)S(=O)(=O)C=1C(=CSC1)C1=NC=2C(=NC=C(C2)C(F)(F)F)N1C (2-(4-ethylsulfonylthiophen-3-yl)-3-methyl-6-trifluoromethyl-3H-imidazo[4,5-b]pyridine). Reaction SMILES: Cl[C:2]1C=C(C=C[CH:11]=1)C(OO)=[O:6].[CH2:12]([S:14][C:15]1[C:16]([C:20]2[N:32]([CH3:33])[C:23]3=[N:24][CH:25]=[C:26]([C:28]([F:31])([F:30])[F:29])[CH:27]=[C:22]3[N:21]=2)=[CH:17][S:18][CH:19]=1)[CH3:13].C(=O)(O)[O-].[Na+].[S:39]([O-:43])([O-])(=[O:41])=S.[Na+].[Na+]>C(Cl)(Cl)Cl>[CH2:12]([S:14]([C:15]1[C:16]([C:20]2[N:32]([CH3:33])[C:23]3=[N:24][CH:25]=[C:26]([C:28]([F:31])([F:29])[F:30])[CH:27]=[C:22]3[N:21]=2)=[CH:17][S:18][CH:19]=1)=[O:6])[CH3:13].[CH2:2]([S:39]([C:15]1[C:16]([C:20]2[N:32]([CH3:33])[C:23]3=[N:24][CH:25]=[C:26]([C:28]([F:31])([F:29])[F:30])[CH:27]=[C:22]3[N:21]=2)=[CH:17][S:18][CH:19]=1)(=[O:43])=[O:41])[CH3:11] |f:2.3,4.5.6|. Procedure: 1.02 g of 3-chloroperoxybenzoic acid (69 to 75%) was added to a mixture of 1.01 g of 2-(4-ethylthiothiophen-3-yl)-3-methyl-6-trifluoromethyl-3H-imidazo[4,5-b]pyridine and 10 ml of chloroform, under ice cooling, then the mixture was heated to room temperature and stirred for 3 hours. A saturated aqueous sodium bicarbonate solution and a saturated aqueous sodium thiosulfate solution were poured into the reaction mixture, and the mixture was extracted twice with ethyl acetate. The combined organic ... The reactants are [OH-].[K+] (potassium hydroxide), [Cl-].[Na+] (sodium chloride), C(C)(C)(C)C1=CC=C(O1)C1C(C1)C(=O)OCC (Ethyl 2-(5-t-butylfuran-2-yl)-cyclopropanecarboxylate), Cl (HCl). Solvent: O (water), CO (methanol). Yields the product C(C)(C)(C)C1=CC=C(O1)C1C(C1)C(=O)O (2-(5-t-butylfuran-2-yl)-cyclopropanecarboxylic acid). Isolated yield 100.6%. Reaction SMILES: [C:1]([C:5]1[O:9][C:8]([CH:10]2[CH2:12][CH:11]2[C:13]([O:15]CC)=[O:14])=[CH:7][CH:6]=1)([CH3:4])([CH3:3])[CH3:2].[OH-].[K+].Cl.[Cl-].[Na+]>CO.O>[C:1]([C:5]1[O:9][C:8]([CH:10]2[CH2:12][CH:11]2[C:13]([OH:15])=[O:14])=[CH:7][CH:6]=1)([CH3:4])([CH3:2])[CH3:3] |f:1.2,4.5|. Reported procedure: Ethyl 2-(5-t-butylfuran-2-yl)-cyclopropanecarboxylate (5.0 g, 0.021 mol) was dissolved in methanol (50 ml) and a solution of potassium hydroxide (2.4 g, 0.043 mol) in water (50 ml) was added dropwise at room temperature. The solution was refluxed for 3 hours, cooled to room temperature and carefully neutralised with 2M HCl. Saturated sodium chloride was added, the aqueous solution extracted with ethyl acetate (4×50 ml) and dried over anhydrous sodium sulphate. Removal of the solvent gave 2-(5-t-... Reactants: [H-].[Al+3].[Li+].[H-].[H-].[H-] (lithium aluminum hydride), O1CCCC1 (tetrahydrofuran), O1CCCC1 (tetrahydrofuran), FC1=C(C(=CC=C1F)C1=CC=CC=C1)C(=O)OC (methyl 3,4-difluorobiphenyl carboxylate), S(O)(O)(=O)=O (sulfuric acid). Conditions: temperature -10 celsius. Product: FC=1C=C(C=CC1F)C1=CC=C(CO)C=C1 (4-(3,4-difluorophenyl)benzyl alcohol). RXN SMILES: [H-].[Al+3].[Li+].[H-].[H-].[H-].[F:7][C:8]1[C:13]([F:14])=[CH:12][CH:11]=[C:10]([C:15]2[CH:20]=[CH:19][CH:18]=[CH:17][CH:16]=2)[C:9]=1C(OC)=O.S(=O)(=O)(O)O.[O:30]1CCC[CH2:31]1>>[F:7][C:8]1[CH:9]=[C:10]([C:15]2[CH:16]=[CH:17][C:18]([CH2:31][OH:30])=[CH:19][CH:20]=2)[CH:11]=[CH:12][C:13]=1[F:14] |f:0.1.2.3.4.5|. Procedure details: Next, to a solution comprising 4 g of lithium aluminum hydride dissolved in 200 ml of tetrahydrofuran was added dropwise a solution comprising 30 g of the previously obtained methyl 3,4-difluorobiphenyl carboxylate and 100 ml of tetrahydrofuran with stirring at -10° C., and the mixture was stirred for one hour at the same temperature to proceed the reaction. After completion of the reaction, to the reaction mixture was added 30 g of sulfuric acid and the resulting mixture was extracted with tolu... The reagents and catalysts are Cl[Pd]([P](C1=CC=CC=C1)(C2=CC=CC=C2)C3=CC=CC=C3)([P](C4=CC=CC=C4)(C5=CC=CC=C5)C6=CC=CC=C6)Cl (Pd(PPh3)2Cl2). The yield is 80.0%. Starting materials: IC=1C(=CC(=C(C(=O)O)C1)C)C (5-iodo-2,4-dimethylbenzoic acid), [C]=O (carbon monoxide), IC=1C(=CC(=C(C(=O)O)C1)C)C (5-iodo-2,4-dimethylbenzoic acid), C1(=CC=CC=C1)P(C1=CC=CC=C1)C1=CC=CC=C1 (Triphenylphosphine), [Cl-].C(C)[Al+]CC (diethylaluminum chloride). Solvent: COCCOC (ethylene glycol dimethyl ether). Yields the product CC1=C(C(=O)O)C=C(C(=C1)C)C(CC)=O (2,4-Dimethyl-5-propionylbenzoic acid). Procedure: Into a 100-mL autoclave (30 atm), was placed a solution of 5-iodo-2,4-dimethylbenzoic acid (compound 1.3, 2.00 g, 7.24 mmol) in ethylene glycol dimethyl ether (20 mL). Triphenylphosphine (190 mg, 0.73 mmol), Pd(PPh3)2Cl2 (500 mg, 0.71 mmol) and diethylaluminum chloride (2M, 10.8 mL, 21.6 mmol) were added to the reaction mixture. The resulting mixture was stirred under pressure with carbon monoxide (gas, 30 atm) at 80° C. for 15 h. (CAUTION: Highly toxic gas at high pressure. All necessary safety... RXN SMILES: I[C:2]1[C:3]([CH3:12])=[CH:4][C:5]([CH3:11])=[C:6]([CH:10]=1)[C:7]([OH:9])=[O:8].[C:13]1(P(C2C=CC=CC=2)C2C=CC=CC=2)[CH:18]=CC=C[CH:14]=1.[Cl-].C([Al+]CC)C.[C]=[O:39]>COCCOC.Cl[Pd](Cl)([P](C1C=CC=CC=1)(C1C=CC=CC=1)C1C=CC=CC=1)[P](C1C=CC=CC=1)(C1C=CC=CC=1)C1C=CC=CC=1>[CH3:11][C:5]1[CH:4]=[C:3]([CH3:12])[C:2]([C:14](=[O:39])[CH2:13][CH3:18])=[CH:10][C:6]=1[C:7]([OH:9])=[O:8] |f:2.3,^3:37,^1:48,67|. The reactants are BrCCCCOc1cccc2c1SCCC2, COc1ccccc1N1CCNCC1, CC#N, CCN(C(C)C)C(C)C. Product: COc1ccccc1N1CCN(CCCCOc2cccc3c2SCCC3)CC1. Reaction SMILES: [Br:1][CH2:2][CH2:3][CH2:4][CH2:5][O:6][c:7]1[cH:8][cH:9][cH:10][c:11]2[c:16]1[S:15][CH2:14][CH2:13][CH2:12]2.[CH3:26][O:27][c:28]1[c:29]([N:34]2[CH2:35][CH2:36][NH:37][CH2:38][CH2:39]2)[cH:30][cH:31][cH:32][cH:33]1.[CH3:40][C:41]#[N:42].[CH:17]([N:18]([CH2:19][CH3:20])[CH:21]([CH3:22])[CH3:23])([CH3:24])[CH3:25]>>[CH2:2]([CH2:3][CH2:4][CH2:5][O:6][c:7]1[cH:8][cH:9][cH:10][c:11]2[c:16]1[S:15][CH2:14][CH2:13][CH2:12]2)[N:37]1[CH2:36][CH2:35][N:34]([c:29]2[c:28]([O:27][CH3:26])[cH:33][cH:32][cH:31][cH:30]2)[CH2:39][CH2:38]1.